describe an organic reaction: reactants, conditions, products, and yield From a dataset of the Open Reaction Database (ORD), a public repository of structured organic reaction records. The reactants are COC(=O)c1ccc(-c2cnc(N)c(O)c2)cc1, Cc1ccc(S(=O)(=O)Cl)cc1, CCN(C(C)C)C(C)C, ClCCl. Yields the product COC(=O)c1ccc(-c2cnc(N)c(OS(=O)(=O)c3ccc(C)cc3)c2)cc1. Reaction SMILES: [CH3:1][O:2][C:3]([c:4]1[cH:5][cH:6][c:7](-[c:10]2[cH:11][n:12][c:13]([NH2:17])[c:14]([OH:16])[cH:15]2)[cH:8][cH:9]1)=[O:18].[CH3:28][c:29]1[cH:30][cH:31][c:32]([S:35](=[O:36])(=[O:37])[Cl:38])[cH:33][cH:34]1.[CH:19]([N:20]([CH2:21][CH3:22])[CH:23]([CH3:24])[CH3:25])([CH3:26])[CH3:27].[Cl:39][CH2:40][Cl:41]>>[CH3:1][O:2][C:3]([c:4]1[cH:5][cH:6][c:7](-[c:10]2[cH:11][n:12][c:13]([NH2:17])[c:14]([O:16][S:35]([c:32]3[cH:31][cH:30][c:29]([CH3:28])[cH:34][cH:33]3)(=[O:36])=[O:37])[cH:15]2)[cH:8][cH:9]1)=[O:18]. The product is CCOCCOc1ccccc1[N+](=O)[O-]. Reaction SMILES: [C:17](=[O:18])([O-:19])[O-:20].[CH2:11]([CH3:12])[O:13][CH2:14][CH2:15][Br:16].[CH3:23][C:24](=[O:25])[CH3:26].[K+:21].[K+:22].[OH:1][c:2]1[cH:3][cH:4][cH:5][cH:6][c:7]1[N+:8]([O-:9])=[O:10]>>[O:1]([c:2]1[cH:3][cH:4][cH:5][cH:6][c:7]1[N+:8]([O-:9])=[O:10])[CH2:15][CH2:14][O:13][CH2:11][CH3:12]. The reactants are O=C([O-])[O-], CCOCCBr, CC(C)=O, [K+], [K+], O=[N+]([O-])c1ccccc1O. The reactants are CC(C)(C1=CC=C(C=C1)O)C2=CC=C(C=C2)O.C1C(O1)CCl (Epikote 1004), C1(C2=CC=C(C(=O)OCCCCO1)C=C2)=O (butylene terephthalate). Reagents/catalysts: [I-].C1(=CC=CC=C1)C(C[PH3+])(C1=CC=CC=C1)C1=CC=CC=C1 (triphenylethyl phosphonium iodide). The product is mixture, COC(C=1C(C(=O)OC)=CC=CC1)=O (dimethylphthalate). Isolated yield 9.5%. RXN SMILES: CC(C1C=CC(O)=CC=1)(C1C=CC([OH:10])=CC=1)C.[CH2:18]1[O:20][CH:19]1[CH2:21]Cl.[C:23]1(=O)OCCC[CH2:31][O:30][C:28](=[O:29])[C:27]2C=C[C:24]1=[CH:25][CH:26]=2>[I-].C1(C(C2C=CC=CC=2)(C2C=CC=CC=2)C[PH3+])C=CC=CC=1>[CH3:18][O:20][C:19](=[O:10])[C:21]1[C:27](=[CH:26][CH:25]=[CH:24][CH:23]=1)[C:28]([O:30][CH3:31])=[O:29] |f:0.1,3.4|. Procedure: Epikote 1004 (180 g), a homopolymer of butylene terephthalate (120 g) and triphenylethyl phosphonium iodide (0.3 g) were melt blended in an extruder as described in Composition 1. A sample of the solidified resulting mixture (30 g) and dimethylphthalate (10 g) were heated in a beaker to 260° C. and poured into butyl diglycol acetate (120 g) at 125° C. The mixture was dispersed using a Silverson high speed stirrer for 3 minutes during which time the temperature rose to 140° C. The mixture was coo...